This data is from the Open Reaction Database (ORD), a public repository of structured organic reaction records. The task is: describe an organic reaction: reactants, conditions, products, and yield The reactants are CC(C)(C)[Si](C)(C)OCc1cc([N+](=O)[O-])ccc1N=C=S, NC1CCCCCC1. The product is O=[N+]([O-])c1ccc2c(c1)COC(NC1CCCCCC1)=N2. RXN SMILES: [C:1]([Si:2]([CH3:4])([CH3:5])[O:8][CH2:9][c:10]1[c:11]([N:19]=[C:20]=[S:3])[cH:12][cH:13][c:14]([N+:16](=[O:17])[O-:18])[cH:15]1)([CH3:6])([CH3:7])[CH3:21].[CH:22]1([NH2:29])[CH2:23][CH2:24][CH2:25][CH2:26][CH2:27][CH2:28]1>>[O:8]1[CH2:9][c:10]2[c:11]([cH:12][cH:13][c:14]([N+:16](=[O:17])[O-:18])[cH:15]2)[N:19]=[C:20]1[NH:29][CH:22]1[CH2:23][CH2:24][CH2:25][CH2:26][CH2:27][CH2:28]1. Reactants: C(#C)C1=CC=C(C=C1)OC (4-ethynyl-1-methoxybenzene), O (water), stainless steel. The solvent is C(C)(=O)OCC (ethyl acetate). Run at time 30 minute. The product is C(C)C1=CC=C(C=C1)OC (4-ethyl-1-methoxybenzene). The yield is 70.0%. Reaction SMILES: [C:1]([C:3]1[CH:8]=[CH:7][C:6]([O:9][CH3:10])=[CH:5][CH:4]=1)#[CH:2].O>C(OCC)(=O)C>[CH2:1]([C:3]1[CH:8]=[CH:7][C:6]([O:9][CH3:10])=[CH:5][CH:4]=1)[CH3:2]. Procedure: 64.8 μL (0.50 mmol) of 4-ethynyl-1-methoxybenzene (12), 270 μL (15 mmol) of distilled water and stainless steel balls (50 pieces) were placed in the vessel of the planetary ball mill, which was then closed, and agitated by operating the planetary ball mill for 12 hours at 800 rpm (reversed every 30 minutes). After the lapse of 12 hours, 10 mL of ethyl acetate was added to the vessel of the ball mill to provide a solution containing the reaction mixture, which was then filtered with celite. The o... The reactants are NC1=CC(N(C=2N=C(N=CC21)SC)CCCO[Si](C)(C)C(C)(C)C)=O (5-amino-8-[3-(tert-butyl-dimethyl-silanyloxy)-propyl]-2-methylsulfanyl-8H-pyrido[2,3-d]pyrimidin-7-one), ClC=1C=C(C(=O)OO)C=CC1 (3-chloroperoxybenzoic acid), C1(CCCCC1)N (Cyclohexylamine). Run in C(Cl)Cl (DCM). Reaction conditions: time 40 minute. The product is NC1=CC(N(C=2N=C(N=CC21)NC2CCCCC2)CCCO)=O (5-amino-2-cyclohexylamino-8-(3-hydroxy-propyl)-8H-pyrido[2,3-d]pyrimidin-7-one). The yield is 23.9%. As a reaction SMILES: [NH2:1][C:2]1[C:11]2[CH:10]=[N:9][C:8](SC)=[N:7][C:6]=2[N:5]([CH2:14][CH2:15][CH2:16][O:17][Si](C(C)(C)C)(C)C)[C:4](=[O:25])[CH:3]=1.ClC1C=C(C=CC=1)C(OO)=O.[CH:37]1([NH2:43])[CH2:42][CH2:41][CH2:40][CH2:39][CH2:38]1>C(Cl)Cl>[NH2:1][C:2]1[C:11]2[CH:10]=[N:9][C:8]([NH:43][CH:37]3[CH2:42][CH2:41][CH2:40][CH2:39][CH2:38]3)=[N:7][C:6]=2[N:5]([CH2:14][CH2:15][CH2:16][OH:17])[C:4](=[O:25])[CH:3]=1. Reported procedure: To a solution of 5-amino-8-[3-(tert-butyl-dimethyl-silanyloxy)-propyl]-2-methylsulfanyl-8H-pyrido[2,3-d]pyrimidin-7-one (150 mg, 0.395 mmol) in DCM (9 mL) was added 3-chloroperoxybenzoic acid (77% max., 106 mg, 0.474 mmol) at RT under argon atmosphere and the resulting mixture was stirred for 40 min. The reaction mixture was then evaporated under reduced pressure and the residue was dissolved in anhydrous dimethyl sulfoxide (ca. 9 mL). Cyclohexylamine (0.226 mL, 1.975 mmol) was then added at RT ... Starting materials: ClC1=NC2=CC=C(C=C2C=C1)[N+](=O)[O-] (2-chloro-6-nitro-quinoline), O1CC(C2=C1C=CC=C2)N (2,3-dihydro-benzofuran-3-ylamine). Yields the product O1CC(C2=C1C=CC=C2)NC2=NC1=CC=C(C=C1C=C2)[N+](=O)[O-] ((2,3-Dihydro-benzofuran-3-yl)-(6-nitro-quinolin-2-yl)-amine). As a reaction SMILES: Cl[C:2]1[CH:11]=[CH:10][C:9]2[C:4](=[CH:5][CH:6]=[C:7]([N+:12]([O-:14])=[O:13])[CH:8]=2)[N:3]=1.[O:15]1[C:19]2[CH:20]=[CH:21][CH:22]=[CH:23][C:18]=2[CH:17]([NH2:24])[CH2:16]1>>[O:15]1[C:19]2[CH:20]=[CH:21][CH:22]=[CH:23][C:18]=2[CH:17]([NH:24][C:2]2[CH:11]=[CH:10][C:9]3[C:4](=[CH:5][CH:6]=[C:7]([N+:12]([O-:14])=[O:13])[CH:8]=3)[N:3]=2)[CH2:16]1. Procedure details: (2,3-Dihydro-benzofuran-3-yl)-(6-nitro-quinolin-2-yl)-amine was prepared according to step A in general example 2 from 2-chloro-6-nitro-quinoline and 2,3-dihydro-benzofuran-3-ylamine (CAS no.: 109926-23-4); MS: m/e=308.3 (M+H+). Starting materials: O1COC2=C1C=CC(=C2)CCNC(=O)C2=CC=C(OC1=C(C=C3C(CCOC3=C1)C(=O)O)Cl)C=C2 (7-(4-(2-(benzo[d][1,3]dioxol-5-yl)ethylcarbamoyl)phenoxy)-6-chlorochroman-4-carboxylic acid), O1C(CCC1)CO (tetrahydrofuran-methanol), C[O-].[Na+] (sodium methanolate). Conditions: time 15 minute. The product is O1COC2=C1C=CC(=C2)CCNC(=O)C2=CC=C(OC1=C(C=C3C(CCOC3=C1)C(=O)[O-])Cl)C=C2.[Na+] (sodium 7-(4-(2-(benzo[d][1,3]dioxol-5-yl)ethylcarbamoyl)phenoxy)-6-chlorochroman-4-carboxylate). The yield is 100.0%. As a reaction SMILES: [O:1]1[C:5]2[CH:6]=[CH:7][C:8]([CH2:10][CH2:11][NH:12][C:13]([C:15]3[CH:35]=[CH:34][C:18]([O:19][C:20]4[CH:29]=[C:28]5[C:23]([CH:24]([C:30]([OH:32])=[O:31])[CH2:25][CH2:26][O:27]5)=[CH:22][C:21]=4[Cl:33])=[CH:17][CH:16]=3)=[O:14])=[CH:9][C:4]=2[O:3][CH2:2]1.O1CCCC1CO.C[O-].[Na+:45]>>[O:1]1[C:5]2[CH:6]=[CH:7][C:8]([CH2:10][CH2:11][NH:12][C:13]([C:15]3[CH:35]=[CH:34][C:18]([O:19][C:20]4[CH:29]=[C:28]5[C:23]([CH:24]([C:30]([O-:32])=[O:31])[CH2:25][CH2:26][O:27]5)=[CH:22][C:21]=4[Cl:33])=[CH:17][CH:16]=3)=[O:14])=[CH:9][C:4]=2[O:3][CH2:2]1.[Na+:45] |f:2.3,4.5|. Reported procedure: 7-(4-(2-(benzo[d][1,3]dioxol-5-yl)ethylcarbamoyl)phenoxy)-6-chlorochroman-4-carboxylic acid (60 mg, 0.12 mmol), 0.1 molar in 4:1 tetrahydrofuran-methanol, was treated with sodium methanolate (242 μl, 0.12 mmol) at ambient temperature. After 15 minutes, the solvent was removed in vacuo. The resulting solid was taken up in ethyl acetate and concentrated in vacuo. The solid was then taken up in 4:1 dichloromethane-hexanes and concentrated in vacuo and dried under high vacuum to provide sodium 7-(4-...